From a dataset of the Open Reaction Database (ORD), a public repository of structured organic reaction records. describe an organic reaction: reactants, conditions, products, and yield The reactants are CCOC(=O)c1nnc2ccc(Cl)cc2c1O, CN(C)C=O, O=S(Cl)Cl. Yields the product CCOC(=O)c1nnc2ccc(Cl)cc2c1Cl. RXN SMILES: [Cl:1][c:2]1[cH:3][c:4]2[c:5]([OH:17])[c:6]([C:12](=[O:13])[O:14][CH2:15][CH3:16])[n:7][n:8][c:9]2[cH:10][cH:11]1.[O:22]=[CH:23][N:24]([CH3:25])[CH3:26].[S:18]([Cl:19])([Cl:20])=[O:21]>>[Cl:1][c:2]1[cH:3][c:4]2[c:5]([Cl:20])[c:6]([C:12](=[O:13])[O:14][CH2:15][CH3:16])[n:7][n:8][c:9]2[cH:10][cH:11]1.